From a dataset of the Open Reaction Database (ORD), a public repository of structured organic reaction records. describe an organic reaction: reactants, conditions, products, and yield Reactants: Br[Mg]c1ccccc1, C1CCOC1, CCOCC, [Cl-], [NH4+], CON(C)C(=O)c1sc(NC(=O)c2ccncc2)nc1-c1ccco1. Product: O=C(Nc1nc(-c2ccco2)c(C(=O)c2ccccc2)s1)c1ccncc1. As a reaction SMILES: [Br:31][Mg:32][c:33]1[cH:34][cH:35][cH:36][cH:37][cH:38]1.[CH2:41]1[O:42][CH2:43][CH2:44][CH2:45]1.[CH3:26][CH2:27][O:28][CH2:29][CH3:30].[Cl-:39].[NH4+:40].[o:1]1[c:2](-[c:6]2[n:7][c:8]([NH:17][C:18](=[O:19])[c:20]3[cH:21][cH:22][n:23][cH:24][cH:25]3)[s:9][c:10]2[C:11]([N:12]([O:13][CH3:14])[CH3:15])=[O:16])[cH:3][cH:4][cH:5]1>>[o:1]1[c:2](-[c:6]2[n:7][c:8]([NH:17][C:18](=[O:19])[c:20]3[cH:21][cH:22][n:23][cH:24][cH:25]3)[s:9][c:10]2[C:11](=[O:16])[c:33]2[cH:34][cH:35][cH:36][cH:37][cH:38]2)[cH:3][cH:4][cH:5]1. Starting materials: stainless steel, FC(C(C(C(F)(F)F)(F)F)(F)F)(S(=O)(=O)OC1=CC2=CC=C(C=C2C=C1)C1=C(C(=CC(=C1)N1C(NC(C=C1)=O)=O)C(C)(C)C)OC)F (6-(3-tert-butyl-5-(2,4-dioxo-3,4-dihydropyrimidin-1(2H)-yl)-2-methoxyphenyl)naphthalen-2-yl 1,1,2,2,3,3,4,4,4-nonafluorobutane-1-sulfonate), CS(=O)(=O)N (methanesulfonamide), CC1OCCC1 (2-methyltetrahydrofuran), N[C@@H](CS)C(=O)O (L-cysteine), [Cl-].[Na+] (sodium chloride), [O-]P(=O)([O-])[O-].[K+].[K+].[K+] (potassium phosphate tribasic), solid. Reagents/catalysts: C=1C=CC(=CC1)/C=C/C(=O)/C=C/C2=CC=CC=C2.C=1C=CC(=CC1)/C=C/C(=O)/C=C/C2=CC=CC=C2.C=1C=CC(=CC1)/C=C/C(=O)/C=C/C2=CC=CC=C2.[Pd].[Pd] (tris(dibenzylideneacetone)dipalladium(0)), C(C)(C)(C)P(C1=C(C(=CC=C1OC)OC)C1=C(C=C(C=C1C(C)C)C(C)C)C(C)C)C(C)(C)C (di-tert-butyl(2′,4′,6′-triisopropyl-3,6-dimethoxybiphenyl-2-yl)phosphine). The solvent is O1CCCC1 (Tetrahydrofuran), O (water). Run at temperature 80 celsius, time 30 minute. Product: C(C)(C)(C)C=1C(=C(C=C(C1)N1C(NC(C=C1)=O)=O)C=1C=C2C=CC(=CC2=CC1)NS(=O)(=O)C)OC (N-(6-(3-tert-butyl-5-(2,4-dioxo-3,4-dihydropyrimidin-1(2H)-yl)-2-methoxyphenyl)naphthalen-2-yl)methanesulfonamide). The yield is 28.0%. Reaction SMILES: [O-]P([O-])([O-])=O.[K+].[K+].[K+].FC(F)(S(O[C:25]1[CH:34]=[CH:33][C:32]2[C:27](=[CH:28][CH:29]=[C:30]([C:35]3[CH:40]=[C:39]([N:41]4[CH:46]=[CH:45][C:44](=[O:47])[NH:43][C:42]4=[O:48])[CH:38]=[C:37]([C:49]([CH3:52])([CH3:51])[CH3:50])[C:36]=3[O:53][CH3:54])[CH:31]=2)[CH:26]=1)(=O)=O)C(F)(F)C(F)(F)C(F)(F)F.[CH3:56][S:57]([NH2:60])(=[O:59])=[O:58].CC1CCCO1.N[C@H](C(O)=O)CS.[Cl-].[Na+]>C1C=CC(/C=C/C(/C=C/C2C=CC=CC=2)=O)=CC=1.C1C=CC(/C=C/C(/C=C/C2C=CC=CC=2)=O)=CC=1.C1C=CC(/C=C/C(/C=C/C2C=CC=CC=2)=O)=CC=1.[Pd].[Pd].C(P(C(C)(C)C)C1C(OC)=CC=C(OC)C=1C1C(C(C)C)=CC(C(C)C)=CC=1C(C)C)(C)(C)C.O.O1CCCC1>[C:49]([C:37]1[C:36]([O:53][CH3:54])=[C:35]([C:30]2[CH:31]=[C:32]3[C:27](=[CH:28][CH:29]=2)[CH:26]=[C:25]([NH:60][S:57]([CH3:56])(=[O:59])=[O:58])[CH:34]=[CH:33]3)[CH:40]=[C:39]([N:41]2[CH:46]=[CH:45][C:44](=[O:47])[NH:43][C:42]2=[O:48])[CH:38]=1)([CH3:51])([CH3:50])[CH3:52] |f:0.1.2.3,8.9,10.11.12.13.14|. Reported procedure: A 450-mL, stainless steel Parr® pressure reactor equipped with an overhead stirrer was charged with tris(dibenzylideneacetone)dipalladium(0) (0.105 g, 0.115 mmol), di-tert-butyl(2′,4′,6′-triisopropyl-3,6-dimethoxybiphenyl-2-yl)phosphine (0.133 g, 0.275 mmol) and milled potassium phosphate tribasic (5.35 g, 25.2 mmol). The flask was purged with argon for not less than 90 minutes. 2-Methyltetrahydrofuran (70 mL) was taken in a 100-mL round bottom flask, purged with argon for not less than 30 minut...